This data is from the Open Reaction Database (ORD), a public repository of structured organic reaction records. The task is: describe an organic reaction: reactants, conditions, products, and yield The reactants are BrC1=C(N)C=CC(=C1)CS(=O)(=O)C (2-bromo-4-(methylsulfonylmethyl)aniline), OCC(O)CO (glycerol). Product: CS(=O)(=O)CC=1C=C2C=CC=NC2=C(C1)Br (6-(methylsulfonylmethyl)-8-bromoquinoline). Reaction SMILES: [Br:1][C:2]1[CH:8]=[C:7]([CH2:9][S:10]([CH3:13])(=[O:12])=[O:11])[CH:6]=[CH:5][C:3]=1[NH2:4].O[CH2:15][CH:16]([CH2:18]O)O>>[CH3:13][S:10]([CH2:9][C:7]1[CH:6]=[C:5]2[C:3](=[C:2]([Br:1])[CH:8]=1)[N:4]=[CH:18][CH:16]=[CH:15]2)(=[O:12])=[O:11]. Reported procedure: 2-bromo-4-(methylsulfonylmethyl)aniline and glycerol can be combined to form 6-(methylsulfonylmethyl)-8-bromoquinoline. The reactants are CC(=O)OC(C)=O, CCOCC, Cc1ccnc(N)c1. Yields the product CC(=O)Nc1cc(C)ccn1. Reaction SMILES: [CH3:14][C:15]([O:16][C:17](=[O:18])[CH3:19])=[O:20].[CH3:9][CH2:10][O:11][CH2:12][CH3:13].[NH2:1][c:2]1[n:3][cH:4][cH:5][c:6]([CH3:8])[cH:7]1>>[NH:1]([c:2]1[n:3][cH:4][cH:5][c:6]([CH3:8])[cH:7]1)[C:10]([CH3:9])=[O:11]. Reactants: FC(C=1C=C(C=CC1)[C@@H](C)OC(NC=1C(=NOC1C1=C(C=C(C=C1)Br)OC)C)=O)(F)F ([5-(4-bromo-2-methoxy-phenyl)-3-methyl-isoxazol-4-yl]-carbamic acid (R)-1-(3-trifluoromethyl-phenyl)-ethyl ester), C(C)OC(=O)C1(CC1)C1=CC=C(C=C1)B1OC(C(O1)(C)C)(C)C (1-[4-(4,4,5,5-tetramethyl-[1,3,2]dioxaborolan-2-yl)-phenyl]-cyclopropanecarboxylic acid ethyl ester). The product is C(C)OC(=O)C1(CC1)C1=CC=C(C=C1)C1=CC(=C(C=C1)C1=C(C(=NO1)C)NC(=O)O[C@H](C)C1=CC(=CC=C1)C(F)(F)F)OC (1-(3′-Methoxy-4′-{3-methyl-4-[(R)-1-(3-trifluoromethyl-phenyl)-ethoxycarbonylamino]-isoxazol-5-yl}-biphenyl-4-yl)-cyclopropanecarboxylic acid ethyl ester). RXN SMILES: [F:1][C:2]([F:31])([F:30])[C:3]1[CH:4]=[C:5]([C@H:9]([O:11][C:12](=[O:29])[NH:13][C:14]2[C:15]([CH3:28])=[N:16][O:17][C:18]=2[C:19]2[CH:24]=[CH:23][C:22](Br)=[CH:21][C:20]=2[O:26][CH3:27])[CH3:10])[CH:6]=[CH:7][CH:8]=1.[CH2:32]([O:34][C:35]([C:37]1([C:40]2[CH:45]=[CH:44][C:43](B3OC(C)(C)C(C)(C)O3)=[CH:42][CH:41]=2)[CH2:39][CH2:38]1)=[O:36])[CH3:33]>>[CH2:32]([O:34][C:35]([C:37]1([C:40]2[CH:45]=[CH:44][C:43]([C:22]3[CH:23]=[CH:24][C:19]([C:18]4[O:17][N:16]=[C:15]([CH3:28])[C:14]=4[NH:13][C:12]([O:11][C@@H:9]([C:5]4[CH:6]=[CH:7][CH:8]=[C:3]([C:2]([F:31])([F:30])[F:1])[CH:4]=4)[CH3:10])=[O:29])=[C:20]([O:26][CH3:27])[CH:21]=3)=[CH:42][CH:41]=2)[CH2:38][CH2:39]1)=[O:36])[CH3:33]. Procedure details: Prepared according to the procedure described in Example 1, Step 6 using [5-(4-bromo-2-methoxy-phenyl)-3-methyl-isoxazol-4-yl]-carbamic acid (R)-1-(3-trifluoromethyl-phenyl)-ethyl ester and 1-[4-(4,4,5,5-tetramethyl-[1,3,2]dioxaborolan-2-yl)-phenyl]-cyclopropanecarboxylic acid ethyl ester. Reactants: C(C1=CC=CC=C1)OC[C@@]1(C[C@H](O)[C@@H](CO[Si](C2=CC=CC=C2)(C2=CC=CC=C2)C(C)(C)C)O1)N1C(=O)NC(=O)C(C)=C1 (Benzyloxymethyl-5'-O-tert-butyldiphenylsilylthymidine), C(C1=CC=CC=C1)OC[C@@]1(C[C@H](OC(=S)OC2=CC=CC=C2)[C@@H](CO[Si](C2=CC=CC=C2)(C2=CC=CC=C2)C(C)(C)C)O1)N1C(=O)NC(=O)C(C)=C1 (Benzyloxymethyl-3'-O-(phenoxythiocarbonyl)-5'-O-tert-butyldiphenylsilylthymidine), heterocyclic, [Si](C1=CC=CC=C1)(C1=CC=CC=C1)(C(C)(C)C)OC[C@@H]1[C@H](C[C@@H](O1)N1C(=O)NC(=O)C(C)=C1)O (5'-O-tert-Butyldiphenylsilylthymidine), C(C1=CC=CC=C1)OC[C@@]1(C[C@H](OC(=S)OC2=CC=CC=C2)[C@@H](CO[Si](C2=CC=CC=C2)(C2=CC=CC=C2)C(C)(C)C)O1)N1C(=O)NC(=O)C(C)=C1 (Benzyloxymethyl-3'-O-(phenoxythiocarbonyl)-5'-O-tert-butyldiphenylsilylthymidine). Yields the product C(C=C)[C@H]1C[C@@H](O[C@@H]1CO[Si](C1=CC=CC=C1)(C1=CC=CC=C1)C(C)(C)C)N1C(=O)NC(=O)C(C)=C1 (3'-Deoxy-3'-allyl-5'-O-tert-butyldiphenylsilylthymidine). The yield is 58.0%. As a reaction SMILES: C(OC[C@@:10]1([N:35]2[CH:43]=[C:41]([CH3:42])[C:39](=[O:40])[NH:38][C:36]2=[O:37])[O:34][C@H:14]([CH2:15][O:16][Si:17]([C:30]([CH3:33])([CH3:32])[CH3:31])([C:24]2[CH:29]=[CH:28][CH:27]=[CH:26][CH:25]=2)[C:18]2[CH:23]=[CH:22][CH:21]=[CH:20][CH:19]=2)[C@@H:12](O)[CH2:11]1)C1C=CC=CC=1.[Si](OC[C@H]1O[C@@H](N2C=C(C)C(=O)NC2=O)C[C@@H]1O)(C(C)(C)C)(C1C=CC=CC=1)[C:45]1[CH:50]=CC=C[CH:46]=1.C(OC[C@@]1(N2C=C(C)C(=O)NC2=O)O[C@H](CO[Si](C(C)(C)C)(C2C=CC=CC=2)C2C=CC=CC=2)[C@@H](OC(OC2C=CC=CC=2)=S)C1)C1C=CC=CC=1>>[CH2:50]([C@@H:12]1[C@@H:14]([CH2:15][O:16][Si:17]([C:30]([CH3:31])([CH3:32])[CH3:33])([C:18]2[CH:19]=[CH:20][CH:21]=[CH:22][CH:23]=2)[C:24]2[CH:29]=[CH:28][CH:27]=[CH:26][CH:25]=2)[O:34][C@@H:10]([N:35]2[CH:43]=[C:41]([CH3:42])[C:39](=[O:40])[NH:38][C:36]2=[O:37])[CH2:11]1)[CH:45]=[CH2:46]. Procedure details: Utilizing the procedures of Examples 16 and 17 wherein compound 18 was obtained from compound 3 via compound 17, compound 2 is used as the starting material in place of compound 3. Compound 2 is converted via the procedure of Example 16 to an intermediate compound similar to compound 17 except this intermediate differs from compound 17 in that it does not have a blocking group on its heterocyclic base. The intermediate is then treated as per the procedure of Example 17 to give the title compound...